Dataset: the Open Reaction Database (ORD), a public repository of structured organic reaction records. Task: describe an organic reaction: reactants, conditions, products, and yield Solvent: O1CCOCC1 (1,4-dioxane). RXN SMILES: [ClH:1].C(OC([N:9]1[CH2:13][CH2:12][CH:11]([C:14]2[CH:19]=[CH:18][C:17]([S:20]([C:23]3[CH:28]=[CH:27][CH:26]=[C:25]([F:29])[CH:24]=3)(=[O:22])=[O:21])=[CH:16][C:15]=2[O:30][CH2:31][CH2:32][OH:33])[CH2:10]1)=O)(C)(C)C>O1CCOCC1>[ClH:1].[F:29][C:25]1[CH:24]=[C:23]([S:20]([C:17]2[CH:18]=[CH:19][C:14]([CH:11]3[CH2:12][CH2:13][NH:9][CH2:10]3)=[C:15]([CH:16]=2)[O:30][CH2:31][CH2:32][OH:33])(=[O:21])=[O:22])[CH:28]=[CH:27][CH:26]=1 |f:3.4|. Conditions: time 4 hour. Isolated yield 94.9%. Yields the product Cl.FC=1C=C(C=CC1)S(=O)(=O)C=1C=CC(=C(OCCO)C1)C1CNCC1 (2-[5-(3-fluoro-benzenesulfonyl)-2-pyrrolidin-3-yl-phenoxy]-ethanol hydrochloride). Procedure: A solution of HCl (4 M in 1,4-dioxane, 0.3 mL, 1.2 mmol) was added to a solution of 3-[4-(3-fluoro-benzenesulfonyl)-2-(2-hydroxy-ethoxy)-phenyl]-pyrrolidine-1-carboxylic acid tert-butyl ester (100 mg, 0.215 mmol) in 1,4-dioxane (1 mL) under nitrogen atmosphere. The reaction mixture was stirred for 4 hours The solvent was then evaporated under reduced pressure to give 82 mg of 2-[5-(3-fluoro-benzenesulfonyl)-2-pyrrolidin-3-yl-phenoxy]-ethanol hydrochloride as a foam. MS (M+H)=366. Starting materials: Cl (HCl), C(C)(C)(C)OC(=O)N1CC(CC1)C1=C(C=C(C=C1)S(=O)(=O)C1=CC(=CC=C1)F)OCCO (3-[4-(3-fluoro-benzenesulfonyl)-2-(2-hydroxy-ethoxy)-phenyl]-pyrrolidine-1-carboxylic acid tert-butyl ester). Starting materials: CC(C)(C)OC(=O)NC(CC(c1ccccc1)(c1ccccc1)c1ccccc1)C(O)=S, CCCCC1CN(C(=O)c2cccc(C)c2C)CCN1, ClCCCl, CN(C)C=O, Cl, On1nnc2ccccc21. Yields the product CCCCC1CN(C(=O)c2cccc(C)c2C)CCN1C(=S)C(CC(c1ccccc1)(c1ccccc1)c1ccccc1)NC(=O)OC(C)(C)C. RXN SMILES: [C:21]([CH3:22])([CH3:23])([CH3:24])[O:25][C:26](=[O:27])[NH:28][CH:29]([C:30](=[S:31])[OH:32])[CH2:33][C:34]([c:35]1[cH:36][cH:37][cH:38][cH:39][cH:40]1)([c:41]1[cH:42][cH:43][cH:44][cH:45][cH:46]1)[c:47]1[cH:48][cH:49][cH:50][cH:51][cH:52]1.[CH2:1]([CH2:2][CH2:3][CH3:4])[CH:5]1[CH2:6][N:7]([C:11]([c:12]2[c:13]([CH3:19])[c:14]([CH3:18])[cH:15][cH:16][cH:17]2)=[O:20])[CH2:8][CH2:9][NH:10]1.[CH2:63]([Cl:64])[CH2:65][Cl:66].[CH3:68][N:69]([CH3:70])[CH:71]=[O:72].[ClH:67].[OH:53][n:54]1[c:55]2[c:56]([cH:57][cH:58][cH:59][cH:60]2)[n:61][n:62]1>>[CH2:1]([CH2:2][CH2:3][CH3:4])[CH:5]1[CH2:6][N:7]([C:11]([c:12]2[c:13]([CH3:19])[c:14]([CH3:18])[cH:15][cH:16][cH:17]2)=[O:20])[CH2:8][CH2:9][N:10]1[C:30]([CH:29]([NH:28][C:26]([O:25][C:21]([CH3:22])([CH3:23])[CH3:24])=[O:27])[CH2:33][C:34]([c:35]1[cH:36][cH:37][cH:38][cH:39][cH:40]1)([c:41]1[cH:42][cH:43][cH:44][cH:45][cH:46]1)[c:47]1[cH:48][cH:49][cH:50][cH:51][cH:52]1)=[S:31]. Starting materials: CC(N=C=NC(C)C)C (DIC), NC=1C(=CC(=C(C(=O)OCC)C1)OCC(F)F)NC (Ethyl 5-amino-2-(2,2-difluoroethoxy)-4-(methylamino)benzoate), NC=1C(=CC(=C(C(=O)OCC)C1)OCC(F)F)NC (Ethyl 5-amino-2-(2,2-difluoroethoxy)-4-(methylamino)benzoate), ClC1=C(C=C(CNC(=O)C2(CC2)C(F)(F)F)C=C1)N=C=S (N-(4-chloro-3-isothiocyanatobenzyl)-1-(trifluoromethyl)cyclopropane carboxamide), CC(N=C=NC(C)C)C (DIC). Solvent: C1CCOC1 (THF). Yields the product ClC1=C(C=C(C=C1)CNC(=O)C1(CC1)C(F)(F)F)NC1=NC2=C(N1C)C=C(C(=C2)C(=O)OCC)OCC(F)F (Ethyl 2-(2-chloro-5-{[(1-trifluoromethyl-cyclopropanecarbonyl)-amino]-methyl}-phenylamino)-6-(2,2-difluoro-ethoxy)-1-methyl-1H-benzimidazole-5-carboxylate). RXN SMILES: [NH2:1][C:2]1[C:3]([NH:18][CH3:19])=[CH:4][C:5]([O:13][CH2:14][CH:15]([F:17])[F:16])=[C:6]([CH:12]=1)[C:7]([O:9][CH2:10][CH3:11])=[O:8].[Cl:20][C:21]1[CH:37]=[CH:36][C:24]([CH2:25][NH:26][C:27]([C:29]2([C:32]([F:35])([F:34])[F:33])[CH2:31][CH2:30]2)=[O:28])=[CH:23][C:22]=1[N:38]=[C:39]=S.CC(C)N=C=NC(C)C>C1COCC1>[Cl:20][C:21]1[CH:37]=[CH:36][C:24]([CH2:25][NH:26][C:27]([C:29]2([C:32]([F:35])([F:34])[F:33])[CH2:31][CH2:30]2)=[O:28])=[CH:23][C:22]=1[NH:38][C:39]1[N:18]([CH3:19])[C:3]2[CH:4]=[C:5]([O:13][CH2:14][CH:15]([F:16])[F:17])[C:6]([C:7]([O:9][CH2:10][CH3:11])=[O:8])=[CH:12][C:2]=2[N:1]=1. Procedure details: A mixture of ethyl 5-amino-2-(2,2-difluoroethoxy)-4-(methylamino)benzoate (0.737 g; 2.68 mmol; crude material from step (g)) and N-(4-chloro-3-isothiocyanatobenzyl)-1-(trifluoromethyl)cyclopropane carboxamide (0.900 g; 2.68 mmol) in THF (100 mL) was stirred over night at rt. DIC (0.338 g; 2.68 mmol) was added and the mixture was stirred for 6 h at rt. Another portion of DIC (0.169 g; 1.34 mmol) was added and the mixture stirred for another 6 h at rt. The mixture was concentrated and purified by ...